Dataset: the Open Reaction Database (ORD), a public repository of structured organic reaction records. Task: describe an organic reaction: reactants, conditions, products, and yield Reactants: BrC1=CC(=C(N)C=C1C)C (4-bromo-2,5-dimethylaniline), N1=CC(=CC=C1)B(O)O (pyridin-3-ylboronic acid), C1(CCCCC1)P(C1=C(C=CC=C1)C1=C(C=CC=C1OC)OC)C1CCCCC1 (2-dicyclohexylphosphino-2′,6′-dimethoxybiphenyl), C(=O)([O-])[O-].[Na+].[Na+] (Na2CO3). Reagents/catalysts: C=1C=CC(=CC1)/C=C/C(=O)/C=C/C2=CC=CC=C2.C=1C=CC(=CC1)/C=C/C(=O)/C=C/C2=CC=CC=C2.C=1C=CC(=CC1)/C=C/C(=O)/C=C/C2=CC=CC=C2.[Pd].[Pd] (Pd2(dba)3). Run in CCCCO (n-BuOH). Reaction conditions: time 8 hour. Product: CC1=C(N)C=C(C(=C1)C=1C=NC=CC1)C (2,5-dimethyl-4-(pyridin-3-yl)aniline). As a reaction SMILES: Br[C:2]1[C:8]([CH3:9])=[CH:7][C:5]([NH2:6])=[C:4]([CH3:10])[CH:3]=1.[N:11]1[CH:16]=[CH:15][CH:14]=[C:13](B(O)O)[CH:12]=1.C1(P(C2CCCCC2)C2C=CC=CC=2C2C(OC)=CC=CC=2OC)CCCCC1.C([O-])([O-])=O.[Na+].[Na+]>CCCCO.C1C=CC(/C=C/C(/C=C/C2C=CC=CC=2)=O)=CC=1.C1C=CC(/C=C/C(/C=C/C2C=CC=CC=2)=O)=CC=1.C1C=CC(/C=C/C(/C=C/C2C=CC=CC=2)=O)=CC=1.[Pd].[Pd]>[CH3:10][C:4]1[CH:3]=[C:2]([C:13]2[CH:12]=[N:11][CH:16]=[CH:15][CH:14]=2)[C:8]([CH3:9])=[CH:7][C:5]=1[NH2:6] |f:3.4.5,7.8.9.10.11|. Procedure: A suspension of 4-bromo-2,5-dimethylaniline (4.00 g, 20 mmol), pyridin-3-ylboronic acid (2.70 g, 11 mmol), Pd2(dba)3 (0.55 g, 0.6 mmol), 2-dicyclohexylphosphino-2′,6′-dimethoxybiphenyl (0.98 g, 1.2 mmol) and Na2CO3 (10.6 g, 100 mmol) in n-BuOH (50 mL) was degassed by a stream of argon gas for 15 min. The reaction flask was sealed and placed in a pre-heated oil bath (115° C.). After stirring overnight, the reaction was cooled and filtered. The filter cake was washed with DCM and the filtrate was ... Reactants: CCN=C=NCCCN(C)C, CN1CCOCC1, CON, O=C(O)c1ccc(C(c2cc(F)ccc2F)S(=O)(=O)c2ccc(Cl)cc2)nc1, ClCCl, Cl, Cl, C1CCOC1. The product is CONC(=O)c1ccc(C(c2cc(F)ccc2F)S(=O)(=O)c2ccc(Cl)cc2)nc1. As a reaction SMILES: [CH2:41]([N:42]=[C:43]=[N:44][CH2:45][CH2:46][CH2:47][N:48]([CH3:49])[CH3:50])[CH3:51].[CH3:29][N:30]1[CH2:31][CH2:32][O:33][CH2:34][CH2:35]1.[CH3:37][O:38][NH2:39].[Cl:1][c:2]1[cH:3][cH:4][c:5]([S:8](=[O:9])(=[O:10])[CH:11]([c:12]2[cH:13][cH:14][c:15]([C:18](=[O:19])[OH:20])[cH:16][n:17]2)[c:21]2[c:22]([F:28])[cH:23][cH:24][c:25]([F:27])[cH:26]2)[cH:6][cH:7]1.[Cl:52][CH2:53][Cl:54].[ClH:36].[ClH:40].[O:55]1[CH2:56][CH2:57][CH2:58][CH2:59]1>>[Cl:1][c:2]1[cH:3][cH:4][c:5]([S:8](=[O:9])(=[O:10])[CH:11]([c:12]2[cH:13][cH:14][c:15]([C:18](=[O:19])[NH:39][O:38][CH3:37])[cH:16][n:17]2)[c:21]2[c:22]([F:28])[cH:23][cH:24][c:25]([F:27])[cH:26]2)[cH:6][cH:7]1. Starting materials: ClC=1C=C(C=CC1F)NC1=NC=NC2=CC(=C(C=C12)[N+](=O)[O-])O[C@H]1COCC1 (4-[(3-chloro-4-fluorophenyl)amino]-6-nitro-7-((R)-tetrahydrofuran-3-yloxy)quinazoline), C(C)O (ethanol), O (water). Reagents/catalysts: [Fe] (iron). Solvent: C(C)(=O)O (acetic acid). The product is NC=1C=C2C(=NC=NC2=CC1O[C@H]1COCC1)NC1=CC(=C(C=C1)F)Cl (6-Amino-4-[(3-chloro-4-fluorophenyl)amino]-7-((R)-tetrahydrofuran-3-yloxy)quinazoline). RXN SMILES: [Cl:1][C:2]1[CH:3]=[C:4]([NH:9][C:10]2[C:19]3[C:14](=[CH:15][C:16]([O:23][C@@H:24]4[CH2:28][CH2:27][O:26][CH2:25]4)=[C:17]([N+:20]([O-])=O)[CH:18]=3)[N:13]=[CH:12][N:11]=2)[CH:5]=[CH:6][C:7]=1[F:8].C(O)C.O>[Fe].C(O)(=O)C>[NH2:20][C:17]1[CH:18]=[C:19]2[C:14](=[CH:15][C:16]=1[O:23][C@@H:24]1[CH2:28][CH2:27][O:26][CH2:25]1)[N:13]=[CH:12][N:11]=[C:10]2[NH:9][C:4]1[CH:5]=[CH:6][C:7]([F:8])=[C:2]([Cl:1])[CH:3]=1. Reported procedure: A mixture of 12.80 g of 4-[(3-chloro-4-fluorophenyl)amino]-6-nitro-7-((R)-tetrahydrofuran-3-yloxy)quinazoline, 200 ml of ethanol, 100 ml of water, and 17.20 ml of glacial acetic acid is heated to reflux temperature. Then a total of 7.00 g of iron powder is added in batches. The reaction mixture is refluxed for about four hours and then cooled to ambient temperature overnight. For working up, the reaction mixture is evaporated using the rotary evaporator. The residue is taken up in methylene chlo...